This data is from the Open Reaction Database (ORD), a public repository of structured organic reaction records. The task is: describe an organic reaction: reactants, conditions, products, and yield The reactants are C1CCOC1, CC(=O)O, COc1cc(N)ccc1-n1cnc(Cl)c1, CNc1nc(Cl)nc2c1CCC2c1ccccc1. Yields the product CNc1nc(Nc2ccc(-n3cnc(Cl)c3)c(OC)c2)nc2c1CCC2c1ccccc1. As a reaction SMILES: [CH2:34]1[O:35][CH2:36][CH2:37][CH2:38]1.[CH3:39][C:40](=[O:41])[OH:42].[Cl:19][c:20]1[n:21][cH:22][n:23](-[c:25]2[c:26]([O:32][CH3:33])[cH:27][c:28]([NH2:29])[cH:30][cH:31]2)[cH:24]1.[Cl:1][c:2]1[n:3][c:4]([NH:17][CH3:18])[c:5]2[c:6]([n:7]1)[CH:8]([c:11]1[cH:12][cH:13][cH:14][cH:15][cH:16]1)[CH2:9][CH2:10]2>>[c:2]1([NH:29][c:28]2[cH:27][c:26]([O:32][CH3:33])[c:25](-[n:23]3[cH:22][n:21][c:20]([Cl:19])[cH:24]3)[cH:31][cH:30]2)[n:3][c:4]([NH:17][CH3:18])[c:5]2[c:6]([n:7]1)[CH:8]([c:11]1[cH:12][cH:13][cH:14][cH:15][cH:16]1)[CH2:9][CH2:10]2. Reactants: CC1NN(C(C1)=O)C1=CC=C(C=C1)C (3-methyl-1-(4'-methylphenyl)-5-pyrazolidone), N(=O)[O-].[Na+] (sodium nitrite). Product: CC=1NN(C(C1)=O)C1=CC=C(C=C1)C (3-methyl-1-(4'-methylphenyl)-5-pyrazolone). The yield is 88.0%. Reaction SMILES: [CH3:1][CH:2]1[CH2:6][C:5](=[O:7])[N:4]([C:8]2[CH:13]=[CH:12][C:11]([CH3:14])=[CH:10][CH:9]=2)[NH:3]1.N([O-])=O.[Na+]>>[CH3:1][C:2]1[NH:3][N:4]([C:8]2[CH:13]=[CH:12][C:11]([CH3:14])=[CH:10][CH:9]=2)[C:5](=[O:7])[CH:6]=1 |f:1.2|. Reported procedure: 7 parts of 3-methyl-1-(4'-methylphenyl)-5-pyrazolidone are treated in a similar manner to that described in Example 1. The actual weight yield is 6.3 g of strength 91.3% (determined by titration with sodium nitrite solution which represents a yield of 88% of 3-methyl-1-(4'-methylphenyl)-5-pyrazolone. Reactants: COc1ccc(C(CCCCCBr)Sc2ccc(C)cc2)cc1OC, c1c2c(cc3c1OCO3)CNCC2, CC#N. Yields the product COc1ccc(C(CCCCCN2CCc3cc4c(cc3C2)OCO4)Sc2ccc(C)cc2)cc1OC. RXN SMILES: [Br:1][CH2:2][CH2:3][CH2:4][CH2:5][CH2:6][CH:7]([S:8][c:9]1[cH:10][cH:11][c:12]([CH3:15])[cH:13][cH:14]1)[c:16]1[cH:17][c:18]([O:24][CH3:25])[c:19]([O:22][CH3:23])[cH:20][cH:21]1.[CH2:26]1[O:27][c:28]2[cH:29][c:30]3[c:35]([cH:36][c:37]2[O:38]1)[CH2:34][NH:33][CH2:32][CH2:31]3.[CH3:39][C:40]#[N:41]>>[CH2:2]([CH2:3][CH2:4][CH2:5][CH2:6][CH:7]([S:8][c:9]1[cH:10][cH:11][c:12]([CH3:15])[cH:13][cH:14]1)[c:16]1[cH:17][c:18]([O:24][CH3:25])[c:19]([O:22][CH3:23])[cH:20][cH:21]1)[N:33]1[CH2:32][CH2:31][c:30]2[cH:29][c:28]3[c:37]([cH:36][c:35]2[CH2:34]1)[O:38][CH2:26][O:27]3. Reactants: [Cl-].[Li+] (Lithium chloride), [Cl-].[NH4+] (ammonium chloride), CC1=CC(CCC1C1=CC=CC=C1)=O (3-methyl-4-phenylcyclohex-2-enone), C[Mg]Br (methylmagnesium bromide). The reagents and catalysts are [Cu](I)I (copper iodide). The solvent is O1CCCC1 (tetrahydrofuran). Run at temperature 0 celsius, time 10 minute. Product: CC1(CC(CCC1C1=CC=CC=C1)=O)C (3,3-dimethyl-4-phenyl-cyclohexanone). As a reaction SMILES: [Cl-].[Li+].[CH3:3][C:4]1[CH:9]([C:10]2[CH:15]=[CH:14][CH:13]=[CH:12][CH:11]=2)[CH2:8][CH2:7][C:6](=[O:16])[CH:5]=1.[CH3:17][Mg]Br.[Cl-].[NH4+]>O1CCCC1.[Cu](I)I>[CH3:3][C:4]1([CH3:17])[CH:9]([C:10]2[CH:15]=[CH:14][CH:13]=[CH:12][CH:11]=2)[CH2:8][CH2:7][C:6](=[O:16])[CH2:5]1 |f:0.1,4.5|. Reported procedure: Lithium chloride (0.6 mmol) and copper iodide (0.3 mmol) are introduced first under argon in dry tetrahydrofuran (18 ml). At 0° C. 3-methyl-4-phenylcyclohex-2-enone (3 mmol) is added and stirring continues for another 10 min at this temperature. Then a solution of methylmagnesium bromide (3.6 mmol) is slowly added dropwise and the reaction mixture is maintained at 0° C. for 3 hours accompanied by stirring. The reaction is stopped by adding saturated aqueous ammonium chloride solution. The mixtur... Starting materials: CN(C)C=O, [Cl-], O=C(OCCl)c1cccc(F)c1, O=c1nc(-c2cc(C(F)(F)F)ccn2)[nH]o1, [H-], [NH4+], [Na+]. Product: O=C(OCn1c(-c2cc(C(F)(F)F)ccn2)noc1=O)c1cccc(F)c1. RXN SMILES: [CH3:33][N:34]([CH3:35])[CH:36]=[O:37].[Cl-:31].[F:19][c:20]1[cH:21][c:22]([C:23](=[O:24])[O:25][CH2:26][Cl:27])[cH:28][cH:29][cH:30]1.[F:3][C:4]([c:5]1[cH:6][c:7](-[c:11]2[nH:12][o:13][c:14](=[O:16])[n:15]2)[n:8][cH:9][cH:10]1)([F:17])[F:18].[H-:1].[NH4+:32].[Na+:2]>>[F:3][C:4]([c:5]1[cH:6][c:7](-[c:11]2[n:12][o:13][c:14](=[O:16])[n:15]2[CH2:26][O:25][C:23]([c:22]2[cH:21][c:20]([F:19])[cH:30][cH:29][cH:28]2)=[O:24])[n:8][cH:9][cH:10]1)([F:17])[F:18]. Starting materials: CC(C)OC(=O)/N=N/C(=O)OC(C)C (DIAD), BrC1=CN=C(S1)NC(C)=O (N-(5-Bromo-thiazol-2-yl)-acetamide), OC[C@H](CC1=CC=CC=C1)N1C(C2=CC=CC=C2C1=O)=O ((S)-2-(1-hydroxy-3-phenylpropan-2-yl)isoindoline-1,3-dione), C1(=CC=CC=C1)P(C1=CC=CC=C1)C1=CC=CC=C1 (triphenylphosphine). The solvent is C1CCOC1 (THF), C1CCOC1 (THF). Run at time 15 minute. Product: compound, BrC1=CN=C(S1)N(C(C)=O)C[C@H](CC1=CC=CC=C1)N1C(C2=CC=CC=C2C1=O)=O ((S)—N-(5-bromothiazol-2-yl)-N-(2-(1,3-dioxoisoindolin-2-yl)-3-phenylpropyl)acetamide). The yield is 17.0%. Reaction SMILES: [Br:1][C:2]1[S:6][C:5]([NH:7][C:8](=[O:10])[CH3:9])=[N:4][CH:3]=1.O[CH2:12][C@@H:13]([N:21]1[C:29](=[O:30])[C:28]2[C:23](=[CH:24][CH:25]=[CH:26][CH:27]=2)[C:22]1=[O:31])[CH2:14][C:15]1[CH:20]=[CH:19][CH:18]=[CH:17][CH:16]=1.C1(P(C2C=CC=CC=2)C2C=CC=CC=2)C=CC=CC=1.CC(OC(/N=N/C(OC(C)C)=O)=O)C>C1COCC1>[Br:1][C:2]1[S:6][C:5]([N:7]([CH2:12][C@@H:13]([N:21]2[C:22](=[O:31])[C:23]3[C:28](=[CH:27][CH:26]=[CH:25][CH:24]=3)[C:29]2=[O:30])[CH2:14][C:15]2[CH:16]=[CH:17][CH:18]=[CH:19][CH:20]=2)[C:8](=[O:10])[CH3:9])=[N:4][CH:3]=1. Procedure details: N-(5-Bromo-thiazol-2-yl)-acetamide) (442.0 mg, 2.0 mmol), (S)-2-(1-hydroxy-3-phenylpropan-2-yl)isoindoline-1,3-dione (281.0 mg, 1.0 mmol), triphenylphosphine (303.0 mg, 1.5 mmol) and THF (15.0 mL) were charged into a 100 mL round bottom flask. The resulting reaction mixture was a suspension. The flask was immersed in an ice-water bath. After stirring for 15 minutes under nitrogen, a solution of DIAD (421.5 mg, 1.5 mmol) in 3.0 mL THF was slowly added to the flask through a syringe. The reaction ... Starting materials: C[N+]1([O-])CCOCC1, CC#N, CCOC(C)=O, O=S(=O)(c1ccccc1)n1c(-c2ccccc2)cc(CO)c1F. Product: O=Cc1cc(-c2ccccc2)n(S(=O)(=O)c2ccccc2)c1F. RXN SMILES: [CH3:24][N+:25]1([O-:31])[CH2:26][CH2:27][O:28][CH2:29][CH2:30]1.[CH3:32][C:33]#[N:34].[CH3:35][CH2:36][O:37][C:38](=[O:39])[CH3:40].[F:1][c:2]1[n:3]([S:15](=[O:16])(=[O:17])[c:18]2[cH:19][cH:20][cH:21][cH:22][cH:23]2)[c:4](-[c:9]2[cH:10][cH:11][cH:12][cH:13][cH:14]2)[cH:5][c:6]1[CH2:7][OH:8]>>[F:1][c:2]1[n:3]([S:15](=[O:16])(=[O:17])[c:18]2[cH:19][cH:20][cH:21][cH:22][cH:23]2)[c:4](-[c:9]2[cH:10][cH:11][cH:12][cH:13][cH:14]2)[cH:5][c:6]1[CH:7]=[O:8]. The reactants are [H-], CI, [Na+], CCOC(=O)C(=O)NCc1ncccn1, CN(C)C=O. Yields the product CCOC(=O)C(=O)N(C)Cc1ncccn1. RXN SMILES: [H-:19].[I:16][CH3:17].[Na+:18].[O:1]=[C:2]([C:3](=[O:4])[O:5][CH2:6][CH3:7])[NH:8][CH2:9][c:10]1[n:11][cH:12][cH:13][cH:14][n:15]1.[O:20]=[CH:21][N:22]([CH3:23])[CH3:24]>>[O:1]=[C:2]([C:3](=[O:4])[O:5][CH2:6][CH3:7])[N:8]([CH2:9][c:10]1[n:11][cH:12][cH:13][cH:14][n:15]1)[CH3:17]. Starting materials: C1CCOC1, OC(c1ccc(F)c(F)c1)C(F)(F)F, [H-], Nc1nc(Cl)cc(Cl)n1, [Na+]. Yields the product Nc1nc(Cl)cc(OC(c2ccc(F)c(F)c2)C(F)(F)F)n1. RXN SMILES: [CH2:26]1[O:27][CH2:28][CH2:29][CH2:30]1.[F:1][c:2]1[cH:3][c:4]([CH:9]([C:10]([F:11])([F:12])[F:13])[OH:14])[cH:5][cH:6][c:7]1[F:8].[H-:16].[NH2:17][c:18]1[n:19][c:20]([Cl:25])[cH:21][c:22]([Cl:24])[n:23]1.[Na+:15]>>[F:1][c:2]1[cH:3][c:4]([CH:9]([C:10]([F:11])([F:12])[F:13])[O:14][c:22]2[cH:21][c:20]([Cl:25])[n:19][c:18]([NH2:17])[n:23]2)[cH:5][cH:6][c:7]1[F:8].